Dataset: the Open Reaction Database (ORD), a public repository of structured organic reaction records. Task: describe an organic reaction: reactants, conditions, products, and yield Starting materials: crude product, BrBr (Bromine), C1OCCC2=CC=CC=C12 (isochroman). The solvent is ClCCl (dichloromethane), ClCCl (dichloromethane), ClCCl (dichloromethane). Yields the product BrCCC1=C(C=O)C=CC=C1 (2(2' -bromoethyl)benzaldehyde). Yield: 86.3%. Reaction SMILES: [Br:1]Br.[CH2:3]1[C:12]2[C:7](=[CH:8][CH:9]=[CH:10][CH:11]=2)[CH2:6][CH2:5][O:4]1>ClCCl>[Br:1][CH2:5][CH2:6][C:7]1[CH:8]=[CH:9][CH:10]=[CH:11][C:12]=1[CH:3]=[O:4]. Procedure details: Bromine (29.6 g, 185.2 mmols) in dichloromethane (20 ml) was added to isochroman (25 g. 186.0 mmol) in dichloromethane (150 ml) over one hour in the presence of a strong light source at such a rate that the reaction temperature was about 35° C. The mixture was left for a further hour in the presence of the light source, keeping the temperature of the mixture below 40° C. The mixture was concentrated under reduced pressure to give a heavy yellow oil. This was then left on an oil bath at 80° C. un... Reactants: [CH2]C, C1CCOC1, CCOC(C)=O, Cl, N#Cc1ccc([N+](=O)[O-])cc1. Product: CCOC(=O)CC(=O)c1ccc([N+](=O)[O-])cc1. As a reaction SMILES: [CH2:1][CH3:2].[CH2:21]1[CH2:24][CH2:23][CH2:22][O:25]1.[CH3:15][CH2:16][O:17][C:18]([CH3:19])=[O:20].[ClH:14].[N+:3](=[O:4])([O-:5])[c:6]1[cH:7][cH:8][c:9]([C:10]#[N:11])[cH:12][cH:13]1>>[N+:3](=[O:4])([O-:5])[c:6]1[cH:7][cH:8][c:9]([C:10]([CH2:19][C:18]([O:17][CH2:16][CH3:15])=[O:20])=[O:25])[cH:12][cH:13]1. Starting materials: C1CNCCN1, Cc1oc(-c2ccccc2)nc1CCO, Cc1oc(-c2ccccc2)nc1CCOc1cncc(Cl)n1, [K+], [K+], O=C([O-])[O-]. The product is Cc1oc(-c2ccccc2)nc1CCOc1cncc(N2CCNCC2)n1. Reaction SMILES: [CH2:38]1[CH2:39][NH:40][CH2:41][CH2:42][NH:43]1.[CH3:23][c:24]1[o:25][c:26](-[c:27]2[cH:28][cH:29][cH:30][cH:31][cH:32]2)[n:33][c:34]1[CH2:35][CH2:36][OH:37].[Cl:1][c:2]1[n:3][c:4]([O:8][CH2:9][CH2:10][c:11]2[n:12][c:13](-[c:17]3[cH:18][cH:19][cH:20][cH:21][cH:22]3)[o:14][c:15]2[CH3:16])[cH:5][n:6][cH:7]1.[K+:44].[K+:45].[O-:46][C:47]([O-:48])=[O:49]>>[c:2]1([N:40]2[CH2:39][CH2:38][NH:43][CH2:42][CH2:41]2)[n:3][c:4]([O:8][CH2:9][CH2:10][c:11]2[n:12][c:13](-[c:17]3[cH:18][cH:19][cH:20][cH:21][cH:22]3)[o:14][c:15]2[CH3:16])[cH:5][n:6][cH:7]1.